The task is: describe an organic reaction: reactants, conditions, products, and yield. This data is from the Open Reaction Database (ORD), a public repository of structured organic reaction records. The reactants are CS(C(SC)=O)=NS(=O)(=O)C1=CC=C(C=C1)Cl (N-(4-chlorophenylsulphonyl)-iminodithiocarbonic acid-S,S-dimethyl ester), S(=O)(=O)(Cl)Cl (sulphonyl chloride), ClCCl (dichloromethane). Reaction conditions: temperature 35 celsius. The product is ClC1=CC=C(C=C1)S(=O)(=O)N=S(=C(Cl)Cl)C (N-(4-chlorophenysulphonyl)-S-methyl-iminothiocarbonic acid chloride). RXN SMILES: [CH3:1][S:2](=[N:7][S:8]([C:11]1[CH:16]=[CH:15][C:14]([Cl:17])=[CH:13][CH:12]=1)(=[O:10])=[O:9])C(=O)SC.S(Cl)(Cl)(=O)=O.[Cl:23][CH2:24][Cl:25]>>[Cl:17][C:14]1[CH:13]=[CH:12][C:11]([S:8]([N:7]=[SH:2]([CH3:1])=[C:24]([Cl:25])[Cl:23])(=[O:10])=[O:9])=[CH:16][CH:15]=1. Reported procedure: The N-(4-chlorophenylsulphonyl)-iminodithiocarbonic acid-S,S-dimethyl ester (1000 g) obtained in the manner described is suspended in 1000 ml of dichloromethane, and 290 ml of sulphonyl chloride (3.6 moles) is added dropwise to the suspension, whereupon a yellow solution is obtained with generation of SO2. This solution is heated for about 2 hours at a temperature of 35° C. The solvent as well as the formed methanesulphonyl chloride and unreacted sulphonyl chloride is distilled off in a Rotovap,... The reactants are OC1=CC=C(C(=O)OC)C=C1 (methyl 4-hydroxybenzoate), C(O)CN (ethanolamine). The solvent is CO (methanol). Yields the product OCCNC(C1=CC=C(C=C1)O)=O (N-(2-hydroxyethyl)-4-hydroxybenzamide). RXN SMILES: [OH:1][C:2]1[CH:11]=[CH:10][C:5]([C:6]([O:8]C)=O)=[CH:4][CH:3]=1.[CH2:12]([CH2:14][NH2:15])[OH:13]>CO>[OH:13][CH2:12][CH2:14][NH:15][C:6](=[O:8])[C:5]1[CH:4]=[CH:3][C:2]([OH:1])=[CH:11][CH:10]=1. Procedure details: A mixture of 80 g of methyl 4-hydroxybenzoate and 120 ml of ethanolamine was heated at 150° C. for five hours during which time 14.2 ml of methanol was distilled off. The excess ethanolamine was removed in vacuo, and the residue was treated with two 150 ml portions of chloroform. The chloroform was removed in vacuo and the residual oil dissolved in acetone from which the product crystallized to give 45.3 g of N-(2-hydroxyethyl)-4-hydroxybenzamide. Reactants: COC(=O)C1CCN(CC1)C(=O)OCC1=CC=CC=C1 (1-benzyloxycarbonyl-piperidine-4-carboxylic acid methyl ester), CC(C)C[AlH]CC(C)C (DIBAL-H), solution. Run in C1(=CC=CC=C1)C (toluene), CCCCCC (hexane). Conditions: temperature -60 celsius, time 2 hour. Yields the product C(C1=CC=CC=C1)OC(=O)N1CCC(CC1)C=O (1-benzyloxycarbonyl-piperidine-4-carboxaldehyde). The yield is 29.0%. As a reaction SMILES: C[O:2][C:3]([CH:5]1[CH2:10][CH2:9][N:8]([C:11]([O:13][CH2:14][C:15]2[CH:20]=[CH:19][CH:18]=[CH:17][CH:16]=2)=[O:12])[CH2:7][CH2:6]1)=O.CC(C[AlH]CC(C)C)C>C1(C)C=CC=CC=1.CCCCCC>[CH2:14]([O:13][C:11]([N:8]1[CH2:9][CH2:10][CH:5]([CH:3]=[O:2])[CH2:6][CH2:7]1)=[O:12])[C:15]1[CH:20]=[CH:19][CH:18]=[CH:17][CH:16]=1. Procedure: To a solution of 1-benzyloxycarbonyl-piperidine-4-carboxylic acid methyl ester (2.0 g, 7.2 mmol) in anhydrous toluene (20 mL) at −78° C. was added DIBAL-H (15.2 mL of a 1 M solution in hexane, 15.2 mmol, 2 eq.) in a drop-wise fashion. The mixture was stirred at −60° C. for 2 h then quenched by addition of 1 N HCl. The resulting mixture was extracted with EtOAc (3×50 mL) and the combined organic extracts were washed with saturated brine (50 mL) then dried over Na2SO4, filtered and concentrated by... As a reaction SMILES: S(=O)(=O)(O)O.O[C:7]([C:17]1[CH:18]=[C:19]([CH:23]=[CH:24][C:25]2[CH:26]=[C:27]([OH:32])[CH:28]=[C:29]([OH:31])[CH:30]=2)[CH:20]=[CH:21][CH:22]=1)([CH3:16])[CH2:8][CH2:9][CH2:10][CH2:11][C:12]([OH:15])([CH3:14])[CH3:13]>C1COCC1>[OH:15][C:12]([CH3:14])([CH3:13])[CH2:11][CH2:10][CH2:9][CH:8]=[C:7]([C:17]1[CH:18]=[C:19]([CH:23]=[CH:24][C:25]2[CH:30]=[C:29]([OH:31])[CH:28]=[C:27]([OH:32])[CH:26]=2)[CH:20]=[CH:21][CH:22]=1)[CH3:16]. Run in C1CCOC1 (THF), C1CCOC1 (THF). Product: OC(CCCC=C(C)C=1C=C(C=CC1)C=CC=1C=C(C=C(C1)O)O)(C)C (5-{2-[3-(6-Hydroxy-1,6-dimethylhept-1-enyl)phenyl]-vinyl}benzene-1,3-diol). Procedure: In a manner similar to Example 1(j), by reacting 0.09 ml of concentrated sulphuric acid in 3 ml of THF with 152 mg (0.41 mmol) of 5-{2-[3-(1,6-dihydroxy-1,6-dimethylheptyl)phenyl]vinyl}benzene-1,3-diol in 1.5 ml of THF, after purification on a silica column (ethyl acetate 50-heptane 50), a yellow powder (m=65 mg; Y=45%) is obtained. m.p.=55-60° C. Starting materials: S(O)(O)(=O)=O (sulphuric acid), OC(CCCCC(C)(C)O)(C)C=1C=C(C=CC1)C=CC=1C=C(C=C(C1)O)O (5-{2-[3-(1,6-dihydroxy-1,6-dimethylheptyl)phenyl]vinyl}benzene-1,3-diol).